This data is from the Open Reaction Database (ORD), a public repository of structured organic reaction records. The task is: describe an organic reaction: reactants, conditions, products, and yield Starting materials: COC(=O)c1cc(OC)cc2c1ccc(=O)n2CCN1CCC(N(Cc2ccc3c(c2)OCCO3)C(=O)OC(C)(C)C)CC1, CO, Cl, [Na+], C1CCOC1, [OH-], O. Product: COc1cc(C(=O)O)c2ccc(=O)n(CCN3CCC(N(Cc4ccc5c(c4)OCCO5)C(=O)OC(C)(C)C)CC3)c2c1. As a reaction SMILES: [C:1]([CH3:2])([CH3:3])([CH3:4])[O:5][C:6](=[O:7])[N:8]([CH:9]1[CH2:10][CH2:11][N:12]([CH2:15][CH2:16][n:17]2[c:18](=[O:33])[cH:19][cH:20][c:21]3[c:22]([C:29](=[O:30])[O:31][CH3:32])[cH:23][c:24]([O:27][CH3:28])[cH:25][c:26]23)[CH2:13][CH2:14]1)[CH2:34][c:35]1[cH:36][c:37]2[c:38]([cH:43][cH:44]1)[O:39][CH2:40][CH2:41][O:42]2.[CH3:48][OH:49].[ClH:47].[Na+:46].[O:50]1[CH2:51][CH2:52][CH2:53][CH2:54]1.[OH-:45].[OH2:55]>>[C:1]([CH3:2])([CH3:3])([CH3:4])[O:5][C:6](=[O:7])[N:8]([CH:9]1[CH2:10][CH2:11][N:12]([CH2:15][CH2:16][n:17]2[c:18](=[O:33])[cH:19][cH:20][c:21]3[c:22]([C:29](=[O:30])[OH:31])[cH:23][c:24]([O:27][CH3:28])[cH:25][c:26]23)[CH2:13][CH2:14]1)[CH2:34][c:35]1[cH:36][c:37]2[c:38]([cH:43][cH:44]1)[O:39][CH2:40][CH2:41][O:42]2.